Dataset: the Open Reaction Database (ORD), a public repository of structured organic reaction records. Task: describe an organic reaction: reactants, conditions, products, and yield Reactants: C(Br)(Br)(Br)Br (carbon tetrabromide), FC1=CC=C(C=C1)C1=NC(=CC(=C1C=O)C(C)C)C1=CC=CC=C1 (2-(4-Fluorophenyl)-4-(1-methylethyl)-6-phenyl-3-pyridinecarboxaldehyde), C1(=CC=CC=C1)P(C1=CC=CC=C1)C1=CC=CC=C1 (triphenylphosphine). Run in C(Cl)Cl (CH2Cl2), C(Cl)Cl (CH2Cl2). Reaction conditions: time 20 minute. Product: BrC(=CC=1C(=NC(=CC1C(C)C)C1=CC=CC=C1)C1=CC=C(C=C1)F)Br (3-(2,2-Dibromoethenyl)-2-(4-fluorophenyl)-4-(1-methylethyl)-6-phenylpyridine). Yield: 98.7%. As a reaction SMILES: [C:1]([Br:5])(Br)(Br)[Br:2].[F:6][C:7]1[CH:12]=[CH:11][C:10]([C:13]2[C:18]([CH:19]=O)=[C:17]([CH:21]([CH3:23])[CH3:22])[CH:16]=[C:15]([C:24]3[CH:29]=[CH:28][CH:27]=[CH:26][CH:25]=3)[N:14]=2)=[CH:9][CH:8]=1.C1(P(C2C=CC=CC=2)C2C=CC=CC=2)C=CC=CC=1>C(Cl)Cl>[Br:2][C:1]([Br:5])=[CH:19][C:18]1[C:13]([C:10]2[CH:9]=[CH:8][C:7]([F:6])=[CH:12][CH:11]=2)=[N:14][C:15]([C:24]2[CH:29]=[CH:28][CH:27]=[CH:26][CH:25]=2)=[CH:16][C:17]=1[CH:21]([CH3:23])[CH3:22]. Procedure details: A solution of carbon tetrabromide (2.866 gm, 8.64 mmol) in CH2Cl2 (8 ml) was added over a 10 minute period to a cold (-10° C.) solution of 2-(4-Fluorophenyl)-4-(1-methylethyl)-6-phenyl-3-pyridinecarboxaldehyde (1.840 gm, 5.76 mmol) (the preparation of which is described in Example 3) and triphenylphosphine (4.590 gm, 17.5 mmol) in CH2Cl2 (30 ml). After the addition was complete, the cooling bath was removed and the mixture was stirred for 20 minutes. The solution was quenched with saturated NaHC... Product: CN1N=CN=C1C1=CC=C(C=C1)C(=O)N1CC=2N(CC3=C1C=CC=C3)C=CC2 ([4-(2-Methyl-2H-[1,2,4]triazol-3-yl)-phenyl]-(5H,11H-pyrrolo[2,1-c][1,4]-benzodiazepin-10-yl)-methanone). The yield is 6.7%. RXN SMILES: CN([CH:4]=[N:5][C:6](=O)[C:7]1[CH:12]=[CH:11][C:10]([C:13]([N:15]2[C:21]3[CH:22]=[CH:23][CH:24]=[CH:25][C:20]=3[CH2:19][N:18]3[CH:26]=[CH:27][CH:28]=[C:17]3[CH2:16]2)=[O:14])=[CH:9][CH:8]=1)C.[CH3:30][NH:31][NH2:32]>C(O)(=O)C>[CH3:30][N:31]1[C:6]([C:7]2[CH:8]=[CH:9][C:10]([C:13]([N:15]3[C:21]4[CH:22]=[CH:23][CH:24]=[CH:25][C:20]=4[CH2:19][N:18]4[CH:26]=[CH:27][CH:28]=[C:17]4[CH2:16]3)=[O:14])=[CH:11][CH:12]=2)=[N:5][CH:4]=[N:32]1. The reactants are CN(C)C=NC(C1=CC=C(C=C1)C(=O)N1CC=2N(CC3=C1C=CC=C3)C=CC2)=O (N-(Dimethylaminomethylene)-4-(5H,11H-pyrrolo[2,1-c][1,4]benzodiazepine-10-carbonyl)-benzamide), CNN (methylhydrazine). The solvent is C(C)(=O)O (acetic acid). Procedure details: In the same manner as Example 48, employing N-(dimethylaminomethylene)-4-(5H,11H-pyrrolo[2,1-c][1,4]benzodiazepine-10-carbonyl)-benzamide (1.56 g) from Example 46 in glacial acetic acid (75 ml) and methylhydrazine (0.32 g), the title compound (0.10 g) was obtained as a solid, m.p. 155-158° C.; MS, m/z: 369 (M)+. As a reaction SMILES: [CH2:3]1[O:4][CH2:5][CH2:6][O:7][CH2:8][CH2:9][O:10][CH2:11][CH2:12][O:13][CH2:14][CH2:15][O:16][CH2:17]1.[CH2:45]1[O:46][CH2:47][CH2:48][CH2:49]1.[Cl:28][CH2:29][c:30]1[n:31][c:32](-[c:35]2[cH:36][cH:37][c:38]([C:41]([CH3:42])([CH3:43])[CH3:44])[cH:39][cH:40]2)[s:33][cH:34]1.[H-:1].[Na+:2].[OH:18][CH2:19][CH2:20][c:21]1[cH:22][c:23]([NH2:27])[cH:24][cH:25][cH:26]1>>[O:18]([CH2:19][CH2:20][c:21]1[cH:22][c:23]([NH2:27])[cH:24][cH:25][cH:26]1)[CH2:29][c:30]1[n:31][c:32](-[c:35]2[cH:36][cH:37][c:38]([C:41]([CH3:42])([CH3:43])[CH3:44])[cH:39][cH:40]2)[s:33][cH:34]1. The product is CC(C)(C)c1ccc(-c2nc(COCCc3cccc(N)c3)cs2)cc1. The reactants are C1COCCOCCOCCOCCO1, C1CCOC1, CC(C)(C)c1ccc(-c2nc(CCl)cs2)cc1, [H-], [Na+], Nc1cccc(CCO)c1. Reactants: C1=NN=CC=2C(=CC=CC12)C(=O)O (phthalazine-5-carboxylic acid), NNC(=S)N (thiosemicarbazide). The solvent is CN(C)C=O (DMF). Conditions: temperature 70 celsius, time 1 hour. Yields the product C1=NN=CC=2C(=CC=CC12)C(=O)NNC(=S)N (1-(phthalazine-5-carbonyl)thiosemicarbazide). Isolated yield 62.8%. Reaction SMILES: [CH:1]1[C:10]2[CH:9]=[CH:8][CH:7]=[C:6]([C:11]([OH:13])=O)[C:5]=2[CH:4]=[N:3][N:2]=1.[NH2:14][NH:15][C:16]([NH2:18])=[S:17]>CN(C=O)C>[CH:1]1[C:10]2[CH:9]=[CH:8][CH:7]=[C:6]([C:11]([NH:14][NH:15][C:16]([NH2:18])=[S:17])=[O:13])[C:5]=2[CH:4]=[N:3][N:2]=1. Reported procedure: To a 100 mL round bottom flask was added phthalazine-5-carboxylic acid (0.50 g, 2.9 mmol) 1,1′-carbonyldiimidazole (0.93 g, 5.7 mmol) and DMF (2.2 mL). The mixture was stirred at 70° C. for 1 hour and treated with thiosemicarbazide (0.81 g, 8.9 mmol). The resulting mixture was stirred at 70° C. for 30 minutes. The mixture was concentrated under vacuum to remove almost all of the DMF. The remaining residue was treated with 2 N HCl with stirring until the solution reached pH 4. Upon standing, a ye...